This data is from the Open Reaction Database (ORD), a public repository of structured organic reaction records. The task is: describe an organic reaction: reactants, conditions, products, and yield Starting materials: C1(CC1)S(=O)(=O)C1=CC=C(C=C1)C(C(=O)O)OC1CCOCC1 ((4-cyclopropanesulfonyl-phenyl)-[(tetrahydro-pyran-4-yloxy)]-acetic acid), CCN=C=NCCCN(C)C (EDCI), CN1CCOCC1 (N-methyl morpholine), C(C)OC1=CC=C2C(=N1)SC(=N2)N (5-ethoxy-thiazolo[5,4-b]pyridin-2-ylamine), C=1C=CC2=C(C1)N=NN2O (HOBt). Procedure details: The compound of example A81 was obtained by similar method described in example A75 using (4-cyclopropanesulfonyl-phenyl)-[(tetrahydro-pyran-4-yloxy)]-acetic acid (Preparation 14) (0.25 g, 0.73 mmol), 5-ethoxy-thiazolo[5,4-b]pyridin-2-ylamine (0.157 g, 0.80 mmol), HOBt (0.148 g, 1.10 mmol), and EDCI (0.210 g, 1.10 mmol), N-methyl morpholine (0.22, 2.20 mmol) in DMF (5 mL) to provide the title compound (0.140 g). The solvent is CN(C)C=O (DMF). RXN SMILES: [CH:1]1([S:4]([C:7]2[CH:12]=[CH:11][C:10]([CH:13]([O:17][CH:18]3[CH2:23][CH2:22][O:21][CH2:20][CH2:19]3)[C:14]([OH:16])=O)=[CH:9][CH:8]=2)(=[O:6])=[O:5])[CH2:3][CH2:2]1.[CH2:24]([O:26][C:27]1[N:32]=[C:31]2[S:33][C:34]([NH2:36])=[N:35][C:30]2=[CH:29][CH:28]=1)[CH3:25].C1C=CC2N(O)N=NC=2C=1.CCN=C=NCCCN(C)C.CN1CCOCC1>CN(C=O)C>[CH:1]1([S:4]([C:7]2[CH:8]=[CH:9][C:10]([CH:13]([O:17][CH:18]3[CH2:23][CH2:22][O:21][CH2:20][CH2:19]3)[C:14]([NH:36][C:34]3[S:33][C:31]4[C:30]([N:35]=3)=[CH:29][CH:28]=[C:27]([O:26][CH2:24][CH3:25])[N:32]=4)=[O:16])=[CH:11][CH:12]=2)(=[O:5])=[O:6])[CH2:2][CH2:3]1. The product is C1(CC1)S(=O)(=O)C1=CC=C(C=C1)C(C(=O)NC=1SC2=NC(=CC=C2N1)OCC)OC1CCOCC1 (2-(4-Cyclopropanesulfonyl-phenyl)-N-(5-ethoxy-thiazolo[5,4-b]pyridin-2-yl)-2-(tetrahydro-pyran-4-yloxy)-acetamide). The yield is 37.1%.